This data is from the Open Reaction Database (ORD), a public repository of structured organic reaction records. The task is: describe an organic reaction: reactants, conditions, products, and yield Reactants: ClC1=CC=C(OCC2=NC3=C(N2CCCC2CN(CCC2)C(=O)OC(C)(C)C)C=CC=C3O)C=C1 ((RS) 2-(4-chlorophenoxymethyl)-4-hydroxy-1-[3-[1-(t-butoxycarbonyl)piperidin-3-yl]propyl]benzimidazole), [H-].[Na+] (sodium hydride), C(C)(C)(C)OC(=O)N1CC(CCC1)CCBr (2-[1-(t-butoxycarbonyl)piperidin-3-yl]ethyl bromide). Solvent: CN(C=O)C (N,N-dimethylformamide). The product is ClC1=CC=C(OCC2=NC3=C(N2CCCC2CN(CCC2)C(=O)OC(C)(C)C)C=CC=C3OCCC3CN(CCC3)C(=O)OC(C)(C)C)C=C1 ((RS) 2-(4-chlorophenoxymethyl)-4-[2-[1-(t-butoxycarbonyl)piperidin-3-yl]ethoxy]-1-[3-[1-(t-butoxycarbonyl)piperidin-3-yl]propyl]-benzimidazole). Yield: 92.0%. As a reaction SMILES: [Cl:1][C:2]1[CH:35]=[CH:34][C:5]([O:6][CH2:7][C:8]2[N:12]([CH2:13][CH2:14][CH2:15][CH:16]3[CH2:21][CH2:20][CH2:19][N:18]([C:22]([O:24][C:25]([CH3:28])([CH3:27])[CH3:26])=[O:23])[CH2:17]3)[C:11]3[CH:29]=[CH:30][CH:31]=[C:32]([OH:33])[C:10]=3[N:9]=2)=[CH:4][CH:3]=1.[H-].[Na+].[C:38]([O:42][C:43]([N:45]1[CH2:50][CH2:49][CH2:48][CH:47]([CH2:51][CH2:52]Br)[CH2:46]1)=[O:44])([CH3:41])([CH3:40])[CH3:39]>CN(C)C=O>[Cl:1][C:2]1[CH:3]=[CH:4][C:5]([O:6][CH2:7][C:8]2[N:12]([CH2:13][CH2:14][CH2:15][CH:16]3[CH2:21][CH2:20][CH2:19][N:18]([C:22]([O:24][C:25]([CH3:28])([CH3:27])[CH3:26])=[O:23])[CH2:17]3)[C:11]3[CH:29]=[CH:30][CH:31]=[C:32]([O:33][CH2:52][CH2:51][CH:47]4[CH2:48][CH2:49][CH2:50][N:45]([C:43]([O:42][C:38]([CH3:39])([CH3:41])[CH3:40])=[O:44])[CH2:46]4)[C:10]=3[N:9]=2)=[CH:34][CH:35]=1 |f:1.2|. Procedure: A solution of (RS) 2-(4-chlorophenoxymethyl)-4-hydroxy-1-[3-[1-(t-butoxycarbonyl)piperidin-3-yl]propyl]benzimidazole (75 mg, 0.15 mmol, 1.0 eq) in dry N,N-dimethylformamide (1.0 ml) was treated with sodium hydride (60% in oil, 7.5 mg, 0.18 mmol, 1.20 eq). The resulting mixture was stirred at room temperature for thirty minutes, after which time 2-[1-(t-butoxycarbonyl)piperidin-3-yl]ethyl bromide (0.18 mmol, 1.2 eq) was added. The resulting mixture was stirred for three hours at 70° C. The reacti... Reactants: C1CNCCN1, CO, O=S1(=O)NC(Cl)=Nc2ccc(Cl)cc21. The product is O=S1(=O)NC(N2CCNCC2)=Nc2ccc(Cl)cc21. Reaction SMILES: [CH2:1]1[CH2:2][NH:3][CH2:4][CH2:5][NH:6]1.[CH3:21][OH:22].[Cl:7][C:8]1=[N:13][c:12]2[c:11]([cH:17][c:16]([Cl:18])[cH:15][cH:14]2)[S:10](=[O:19])(=[O:20])[NH:9]1>>[CH2:1]1[CH2:2][N:3]([C:8]2=[N:13][c:12]3[c:11]([cH:17][c:16]([Cl:18])[cH:15][cH:14]3)[S:10](=[O:19])(=[O:20])[NH:9]2)[CH2:4][CH2:5][NH:6]1.